This data is from the Open Reaction Database (ORD), a public repository of structured organic reaction records. The task is: describe an organic reaction: reactants, conditions, products, and yield The reactants are F[B-](F)(F)F, CC[O+](CC)CC, CCCOc1cc(OC)ccc1C(N)=O, ClCCl. Product: F[B-](F)(F)F, CCCOc1cc(OC)ccc1C(=N)OCC. RXN SMILES: [B-:16]([F:17])([F:18])([F:19])[F:20].[CH2:21]([CH3:22])[O+:23]([CH2:24][CH3:25])[CH2:26][CH3:27].[CH3:1][O:2][c:3]1[cH:4][c:5]([O:12][CH2:13][CH2:14][CH3:15])[c:6]([C:7](=[O:8])[NH2:9])[cH:10][cH:11]1.[Cl:28][CH2:29][Cl:30]>>[B-:16]([F:17])([F:18])([F:19])[F:20].[CH3:1][O:2][c:3]1[cH:4][c:5]([O:12][CH2:13][CH2:14][CH3:15])[c:6]([C:7]([O:8][CH2:21][CH3:22])=[NH:9])[cH:10][cH:11]1.